From a dataset of the Open Reaction Database (ORD), a public repository of structured organic reaction records. describe an organic reaction: reactants, conditions, products, and yield Reactants: BrC1=CC=C2C=NC(=NN21)SC (7-Bromo-2-methylsulfanyl-pyrrolo[2,1-f][1,2,4]triazine), N1N=CC=C1 (1H-Pyrazole), C([O-])([O-])=O.[Cs+].[Cs+] (Cesium carbonate). The reagents and catalysts are [Cu]I (Copper(I) iodide). The solvent is CN(C)C=O (DMF). Conditions: temperature 110 celsius. The product is CSC1=NN2C(C=N1)=CC=C2N2N=CC=C2 (2-Methylsulfanyl-7-pyrazol-1-yl-pyrrolo[2,1-f][1,2,4]triazine). As a reaction SMILES: Br[C:2]1[N:10]2[C:5]([CH:6]=[N:7][C:8]([S:11][CH3:12])=[N:9]2)=[CH:4][CH:3]=1.[NH:13]1[CH:17]=[CH:16][CH:15]=[N:14]1.C(=O)([O-])[O-].[Cs+].[Cs+]>[Cu]I.CN(C=O)C>[CH3:12][S:11][C:8]1[N:7]=[CH:6][C:5]2=[CH:4][CH:3]=[C:2]([N:13]3[CH:17]=[CH:16][CH:15]=[N:14]3)[N:10]2[N:9]=1 |f:2.3.4|. Procedure details: To a RB flask under argon were introduced 7-Bromo-2-methylsulfanyl-pyrrolo[2,1-f][1,2,4]triazine (300 mg, 1 mmol), 1H-Pyrazole (88.5 mg, 1.30 mmol), Cesium carbonate (801 mg, 2.46 mmol), Copper(I) iodide (50 mg, 0.3 mmol) and DMF (5 mL). The mixture was degassed for few minutes and heated at 110° C. overnight under argon. Solvent was removed and the mixture was taken in EtOAc and was passed through a pad of celite. Solvent evaporation gave the crude product which was purified by flash chromatogr... The reactants are COc1ccc(C(=Cc2c(Cl)cncc2Cl)OC(=O)c2ccccc2)c2c1oc1ccc([N+](=O)[O-])cc12, C1CCOC1, O, Cl[Sn]Cl. The product is COc1ccc(C(=Cc2c(Cl)cncc2Cl)OC(=O)c2ccccc2)c2c1oc1ccc(N)cc12. As a reaction SMILES: [Cl:1][c:2]1[cH:3][n:4][cH:5][c:6]([Cl:37])[c:7]1[CH:8]=[C:9]([c:10]1[cH:11][cH:12][c:13]([O:26][CH3:27])[c:14]2[o:15][c:16]3[c:17]([c:18]12)[cH:19][c:20]([N+:23]([O-:24])=[O:25])[cH:21][cH:22]3)[O:28][C:29]([c:30]1[cH:31][cH:32][cH:33][cH:34][cH:35]1)=[O:36].[O:41]1[CH2:42][CH2:43][CH2:44][CH2:45]1.[OH2:46].[Sn:38]([Cl:39])[Cl:40]>>[Cl:1][c:2]1[cH:3][n:4][cH:5][c:6]([Cl:37])[c:7]1[CH:8]=[C:9]([c:10]1[cH:11][cH:12][c:13]([O:26][CH3:27])[c:14]2[o:15][c:16]3[c:17]([c:18]12)[cH:19][c:20]([NH2:23])[cH:21][cH:22]3)[O:28][C:29]([c:30]1[cH:31][cH:32][cH:33][cH:34][cH:35]1)=[O:36]. Reactants: N=C1CCCN1Cc1ccccc1, Cc1cccc(C)c1N=C=O, F[B-](F)(F)F. The product is Cc1cccc(C)c1NC(=O)N=C1CCCN1Cc1ccccc1. As a reaction SMILES: [CH2:6]([c:7]1[cH:8][cH:9][cH:10][cH:11][cH:12]1)[N:13]1[C:14](=[NH:18])[CH2:15][CH2:16][CH2:17]1.[CH3:19][c:20]1[c:21]([N:27]=[C:28]=[O:29])[c:22]([CH3:26])[cH:23][cH:24][cH:25]1.[F:1][B-:2]([F:3])([F:4])[F:5]>>[CH2:6]([c:7]1[cH:8][cH:9][cH:10][cH:11][cH:12]1)[N:13]1[C:14](=[N:18][C:28]([NH:27][c:21]2[c:20]([CH3:19])[cH:25][cH:24][cH:23][c:22]2[CH3:26])=[O:29])[CH2:15][CH2:16][CH2:17]1. The reactants are COC(=O)N[C@H](C(C)C)CO (N-Methyloxycarbonyl-D-valinol). Run in C1(=CC=CC=C1)C (toluene). Reaction conditions: temperature 150 celsius. Yields the product CC(C)[C@H]1NC(OC1)=O ((4R)-4-(2-Propyl)oxazolidin-2-one). RXN SMILES: CO[C:3]([NH:5][C@@H:6]([CH2:10][OH:11])[CH:7]([CH3:9])[CH3:8])=[O:4]>C1(C)C=CC=CC=1>[CH3:9][CH:7]([C@@H:6]1[CH2:10][O:11][C:3](=[O:4])[NH:5]1)[CH3:8]. Reported procedure: 27.2 g (168.7 mmol) of the compound from Example V are dissolved in 400 ml of toluene and stirred under reflux in an oil bath at 150° C. while passing in nitrogen. Reactants: COc1ncccc1-c1ccc(C(C)NC(=O)OC(C)(C)C)cc1, ClCCl, O=C(O)C(F)(F)F. Yields the product COc1ncccc1-c1ccc(C(C)N)cc1. RXN SMILES: [C:8]([O:9][C:10](=[O:11])[NH:14][CH:15]([CH3:16])[c:17]1[cH:18][cH:19][c:20](-[c:23]2[c:24]([O:29][CH3:30])[n:25][cH:26][cH:27][cH:28]2)[cH:21][cH:22]1)([CH3:12])([CH3:13])[CH3:31].[Cl:32][CH2:33][Cl:34].[OH:1][C:2]([C:3]([F:4])([F:5])[F:6])=[O:7]>>[NH2:14][CH:15]([CH3:16])[c:17]1[cH:18][cH:19][c:20](-[c:23]2[c:24]([O:29][CH3:30])[n:25][cH:26][cH:27][cH:28]2)[cH:21][cH:22]1.